From a dataset of the Open Reaction Database (ORD), a public repository of structured organic reaction records. describe an organic reaction: reactants, conditions, products, and yield Starting materials: C(C)OCC=1N(C2=C(C=3N(C(=C2C)C)N=NN3)N1)CCO (2-(8-ethoxymethyl-5,6-dimethyl-7H-imidazo [4,5-c]tetrazolo [1,5-a]pyridin-7-yl)ethanol), C(C#C)Br (propargyl bromide), OCCNC(OC(C)(C)C)=O (tert-butyl 2-hydroxyethylcarbamate), BrCC#CC1=CC=CC=C1 (3-bromo-1-phenylpropyne). Product: C(C)OCC=1N(C2=C(C=3N(C(=C2C)C)N=NN3)N1)CCOCC#CC1=CC=CC=C1 (8-ethoxymethyl-5,6-dimethyl-7-{2-[(3-phenylprop-2-ynyl)oxy]ethyl}-7H-imidazo[4,5-c]tetrazolo[1,5-a]pyridine). RXN SMILES: [CH2:1]([O:3][CH2:4][C:5]1[N:6]([CH2:19][CH2:20][OH:21])[C:7]2[C:12]([CH3:13])=[C:11]([CH3:14])[N:10]3[N:15]=[N:16][N:17]=[C:9]3[C:8]=2[N:18]=1)[CH3:2].OCCNC(=O)OC(C)(C)C.Br[CH2:34][C:35]#[C:36][C:37]1[CH:42]=[CH:41][CH:40]=[CH:39][CH:38]=1.C(Br)C#C>>[CH2:1]([O:3][CH2:4][C:5]1[N:6]([CH2:19][CH2:20][O:21][CH2:34][C:35]#[C:36][C:37]2[CH:42]=[CH:41][CH:40]=[CH:39][CH:38]=2)[C:7]2[C:12]([CH3:13])=[C:11]([CH3:14])[N:10]3[N:15]=[N:16][N:17]=[C:9]3[C:8]=2[N:18]=1)[CH3:2]. Procedure: The general method described in Part A of Example 81 was followed, using 2-(8-ethoxymethyl-5,6-dimethyl-7H-imidazo [4,5-c]tetrazolo [1,5-a]pyridin-7-yl)ethanol (4.51 g, 15.5 mmol) in lieu of tert-butyl 2-hydroxyethylcarbamate and 3-bromo-1-phenylpropyne, prepared as described in Part A of Example 7, in lieu of propargyl bromide. The crude product was triturated with diethyl ether, isolated by filtration, and dried under reduced pressure to provide 5.93 g of 8-ethoxymethyl-5,6-dimethyl-7-{2-[(3-p... Starting materials: CC(=O)OC(C)C(=O)Nc1c(C(=O)c2cc(Cl)ccn2)[nH]c2cc(Cl)ccc12, O=C([O-])[O-], CS(C)=O, CCOCC, [K+], [K+], O. The product is CC(O)C(=O)Nc1c(C(=O)c2cc(Cl)ccn2)[nH]c2cc(Cl)ccc12. Reaction SMILES: [C:1](=[O:2])([CH3:3])[O:4][CH:5]([C:6](=[O:7])[NH:8][c:9]1[c:10]([C:19](=[O:20])[c:21]2[n:22][cH:23][cH:24][c:25]([Cl:27])[cH:26]2)[nH:11][c:12]2[cH:13][c:14]([Cl:18])[cH:15][cH:16][c:17]12)[CH3:28].[C:29](=[O:30])([O-:31])[O-:32].[CH3:35][S:36]([CH3:37])=[O:38].[CH3:40][CH2:41][O:42][CH2:43][CH3:44].[K+:33].[K+:34].[OH2:39]>>[OH:4][CH:5]([C:6](=[O:7])[NH:8][c:9]1[c:10]([C:19](=[O:20])[c:21]2[n:22][cH:23][cH:24][c:25]([Cl:27])[cH:26]2)[nH:11][c:12]2[cH:13][c:14]([Cl:18])[cH:15][cH:16][c:17]12)[CH3:28]. Starting materials: Example 28A, C(C)I (ethyl iodide), CC1=C2C(NS(=O)(=O)C2=CC=C1)=O (4-methylsaccharin), solution, C(C)(CC)[Li] (s-butyl lithium). Solvent: C1CCOC1 (THF). Product: C(CC)C1=C2C(NS(=O)(=O)C2=CC=C1)=O (4-propylsaccharin). Isolated yield 89.0%. RXN SMILES: [CH3:1][C:2]1[CH:12]=[CH:11][CH:10]=[C:9]2[C:3]=1[C:4](=[O:13])[NH:5][S:6]2(=[O:8])=[O:7].[CH:14]([Li])(CC)[CH3:15].C(I)C>C1COCC1>[CH2:1]([C:2]1[CH:12]=[CH:11][CH:10]=[C:9]2[C:3]=1[C:4](=[O:13])[NH:5][S:6]2(=[O:8])=[O:7])[CH2:14][CH3:15]. Procedure: Following a procedure similar to that described in Example 28A 10 g (0.051 mol) of 4-methylsaccharin was reacted with 86 ml (0.10 mol) of a 1.18M solution of s-butyl lithium in THF and the resulting solution treated with 4.5 ml (0.050 mol) of ethyl iodide to give 10.15 g (89%) of 4-propylsaccharin, which on reaction with 5.32 ml (0.056 mol) of chloromethyl phenyl sulfide in toluene in the presence of tetrabutylammonium bromide afforded a 65% yield of 2-phenyl-thiomethyl-4-propylsaccharin as an o... RXN SMILES: [F:1][C:2]1[CH:7]=[C:6](B2[O:12][C:11](C)(C)C(C)(C)O2)[CH:5]=[CH:4][C:3]=1[C:17]1[N:18]=[CH:19][C:20]([NH2:23])=[N:21][CH:22]=1.Br[C:25]1[CH:41]=[CH:40][CH:39]=[CH:38][C:26]=1[CH2:27][S:28]([N:31]1[CH2:36][CH2:35][NH:34][C:33](=[O:37])[CH2:32]1)(=[O:30])=[O:29]>>[CH:11]([OH:12])=[O:29].[NH2:23][C:20]1[N:21]=[CH:22][C:17]([C:3]2[CH:4]=[CH:5][C:6]([C:25]3[CH:41]=[CH:40][CH:39]=[CH:38][C:26]=3[CH2:27][S:28]([N:31]3[CH2:36][CH2:35][NH:34][C:33](=[O:37])[CH2:32]3)(=[O:30])=[O:29])=[CH:7][C:2]=2[F:1])=[N:18][CH:19]=1 |f:2.3|. Reactants: FC1=C(C=CC(=C1)B1OC(C(O1)(C)C)(C)C)C=1N=CC(=NC1)N (5-(2-fluoro-4-(4,4,5,5-tetramethyl-1,3,2-dioxaborolan-2-yl)phenyl)pyrazin-2-amine), BrC1=C(CS(=O)(=O)N2CC(NCC2)=O)C=CC=C1 (4-((2-bromobenzyl)sulfonyl)piperazin-2-one). Reported procedure: The title compound was prepared using analogous conditions to those described in Example 1 utilizing 5-(2-fluoro-4-(4,4,5,5-tetramethyl-1,3,2-dioxaborolan-2-yl)phenyl)pyrazin-2-amine and 4-((2-bromobenzyl)sulfonyl)piperazin-2-one. MS (ESI): mass calcd. for C21H20FN5O3S, 441.13; m/z found, 441.9 [M+H]+. 1H NMR (400 MHz, CD3OD) δ 8.41 (s, 1H), 8.08 (d, J=1.3, 1H), 7.96 (m, 1H), 7.70-7.62 (m, 1H), 7.52-7.28 (m, 5H), 4.48 (s, 2H), 3.63 (s, 2H), 3.25 (s, 4H). Yields the product C(=O)O.NC=1N=CC(=NC1)C1=C(C=C(C=C1)C1=C(C=CC=C1)CS(=O)(=O)N1CC(NCC1)=O)F (4-({[4′-(5-Aminopyrazin-2-yl)-3′-fluorobiphenyl-2-yl]methyl}sulfonyl)piperazin-2-one formic acid salt). Starting materials: CC(=O)N1CCNC1=O, COC(=O)c1cc(Cl)c(N)c(Cl)c1, [Na+], [OH-], O, O=P(Cl)(Cl)Cl. The product is COC(=O)c1cc(Cl)c(N=C2NCCN2C(C)=O)c(Cl)c1. Reaction SMILES: [C:14]([CH3:15])(=[O:16])[N:17]1[C:18](=[O:22])[NH:19][CH2:20][CH2:21]1.[CH3:1][O:2][C:3]([c:4]1[cH:5][c:6]([Cl:12])[c:7]([NH2:11])[c:8]([Cl:10])[cH:9]1)=[O:13].[Na+:25].[OH-:24].[OH2:23].[P:26]([Cl:27])([Cl:28])([Cl:29])=[O:30]>>[CH3:1][O:2][C:3]([c:4]1[cH:5][c:6]([Cl:12])[c:7]([N:11]=[C:18]2[N:17]([C:14]([CH3:15])=[O:16])[CH2:21][CH2:20][NH:19]2)[c:8]([Cl:10])[cH:9]1)=[O:13].